The task is: describe an organic reaction: reactants, conditions, products, and yield. This data is from the Open Reaction Database (ORD), a public repository of structured organic reaction records. The reactants are [OH-].[Na+] (sodium hydroxide), [BH4-].[Na+] (sodium borohydride), Cl.N[C@H](CCC(=O)OC)C(=O)OC (Dimethyl D-glutamate hydrochloride), C(C)(=O)O (acetic acid), C1(CCCC1)=O (cyclopentanone). Solvent: CO (methanol), O1CCCC1 (tetrahydrofuran), CO (methanol), C1(=CC=CC=C1)C (toluene). Conditions: temperature 0 celsius, time 12.5 minute. Yields the product C1(CCCC1)N1[C@H](C(=O)OC)CCC1=O (methyl 1-cyclopentyl-5-oxoprolinate). RXN SMILES: Cl.[NH2:2][C@@H:3]([C:10]([O:12][CH3:13])=[O:11])[CH2:4][CH2:5][C:6]([O:8]C)=O.[OH-].[Na+].C(O)(=O)C.[C:20]1(=O)[CH2:24][CH2:23][CH2:22][CH2:21]1.[BH4-].[Na+]>CO.C1(C)C=CC=CC=1.O1CCCC1>[CH:20]1([N:2]2[C:6](=[O:8])[CH2:5][CH2:4][C@H:3]2[C:10]([O:12][CH3:13])=[O:11])[CH2:24][CH2:23][CH2:22][CH2:21]1 |f:0.1,2.3,6.7|. Procedure: Dimethyl D-glutamate hydrochloride (2.1 g, 10.00 mmol) was dissolved in methanol (7.5 ml) and tetrahydrofuran (15 ml) and the mixture was then treated with crushed sodium hydroxide (0.402 g, 10.05 mmol) for 20 minutes under argon. At this stage acetic acid (0.575 ml, 10.05 mmol) and cyclopentanone (0.889 ml, 10.05 mmol) were added to the mixture. After stirring for 10-15 minutes the mixture was cooled to 0° C. in an ice-bath and treated with sodium borohydride pellets (0.380 g, 10.05 mmol). The ... The reactants are C1CCOC1, CC(C)NC(C)C, N#CCc1ccc(OC(F)F)c(OC2CCOC2)c1, [Li]. Product: CC(C#N)c1ccc(OC(F)F)c(OC2CCOC2)c1. RXN SMILES: [CH2:28]1[O:29][CH2:30][CH2:31][CH2:32]1.[CH3:2][CH:3]([NH:4][CH:5]([CH3:6])[CH3:7])[CH3:8].[F:9][CH:10]([O:11][c:12]1[c:13]([O:21][CH:22]2[CH2:23][O:24][CH2:25][CH2:26]2)[cH:14][c:15]([CH2:18][C:19]#[N:20])[cH:16][cH:17]1)[F:27].[Li:1]>>[CH3:2][CH:18]([c:15]1[cH:14][c:13]([O:21][CH:22]2[CH2:23][O:24][CH2:25][CH2:26]2)[c:12]([O:11][CH:10]([F:9])[F:27])[cH:17][cH:16]1)[C:19]#[N:20]. The reactants are Cl (hydrochloric acid), CC(C(=O)Cl)CC ((+)-2-methylbutanoic acid chloride), [N+](=O)([O-])C1=CC=CC=C1 (nitrobenzene), [Cl-].[Al+3].[Cl-].[Cl-] (aluminum chloride), (+) 2-methylbutanoic acid 4-biphenyl, [N+](=O)([O-])C1=CC=CC=C1 (nitrobenzene). Reaction conditions: temperature 0 celsius. Yields the product CC(C(=O)O)CC.CC(C(=O)C1=CC=C(C=C1)C1=CC=CC=C1)CC (2-methylbutanoic acid 4-(2-methylbutanoyl) biphenyl). The yield is 54.0%. RXN SMILES: [CH3:1][CH:2]([CH2:6][CH3:7])[C:3](Cl)=[O:4].[Cl-].[Al+3].[Cl-].[Cl-].Cl.[N+]([C:16]1[CH:21]=[CH:20][CH:19]=[CH:18][CH:17]=1)([O-])=[O:14]>>[CH3:1][CH:2]([CH2:6][CH3:7])[C:3]([OH:14])=[O:4].[CH3:1][CH:2]([CH2:6][CH3:7])[C:3]([C:19]1[CH:20]=[CH:21][C:16]([C:16]2[CH:21]=[CH:20][CH:19]=[CH:18][CH:17]=2)=[CH:17][CH:18]=1)=[O:4] |f:1.2.3.4,7.8|. Procedure details: Then, 4.0 g of (+)-2-methylbutanoic acid chloride and 7 ml of nitrobenzene were charged into a flask and cooled to 0° C., to which was added 10.74 g (80 mmol) of aluminum chloride with stirring and further added a solution of 4.97 g (19.6 mmol) of (+) 2-methylbutanoic acid-4-biphenyl in 9 ml of nitrobenzene and then stirred at room temperature for 70 hours. Thereafter, the resulting mixture was added with 2 normal hydrochloric acid and ice and extracted with chloroform. The chloroform layer was ... Reactants: O (water), Cl (hydrochloric acid), C[Mg]Br (methyl magnesium bromide), C(=O)C1=CC=CC(=N1)C(=O)N (6-formyl-2-pyridinecarboxamide). The solvent is O1CCCC1 (tetrahydrofuran), C(C)(=O)OCC (ethyl acetate). The product is OC(C)C1=CC=CC(=N1)C(=O)N (6-(1-hydroxyethyl)-2-pyridinecarboxamide). Reaction SMILES: [CH3:1][Mg]Br.[CH:4]([C:6]1[N:11]=[C:10]([C:12]([NH2:14])=[O:13])[CH:9]=[CH:8][CH:7]=1)=[O:5].O.Cl>O1CCCC1.C(OCC)(=O)C>[OH:5][CH:4]([C:6]1[N:11]=[C:10]([C:12]([NH2:14])=[O:13])[CH:9]=[CH:8][CH:7]=1)[CH3:1]. Procedure details: An ethereal solution of methyl magnesium bromide (3 mol/l) (546 ml) was added dropwise to a solution of 6-formyl-2-pyridinecarboxamide (61.5 g) in tetrahydrofuran (900 ml) at 0°-13° C. with stirring. After the mixture was stirred at the same temperature for 2 hours and cold water was dropped to the reaction mixture under ice-cooling. To the mixture was added ethyl acetate and adjusted to pH 7 with 6N-hydrochloric acid. The separated organic layer was washed with brine, dried over magnesium sulfa... Starting materials: NC=1C=C(C=CC1)CC(=O)OC (methyl 2-(3-aminophenyl)acetate), C(C)=O (acetaldehyde), [BH3-]C#N.[Na+] (NaBH3CN), CO (methanol). The reagents and catalysts are CC(=O)O (AcOH). Conditions: time 12 hour. Product: C(C)N(C=1C=C(C=CC1)CC(=O)OC)CC (methyl 2-(3-(diethylamino)phenyl)acetate), C(C)NC=1C=C(C=CC1)CC(=O)OC (methyl 2-(3-(ethylamino)phenyl)acetate). As a reaction SMILES: [NH2:1][C:2]1[CH:3]=[C:4]([CH2:8][C:9]([O:11][CH3:12])=[O:10])[CH:5]=[CH:6][CH:7]=1.[CH:13](=O)[CH3:14].[BH3-][C:17]#[N:18].[Na+].[CH3:20]O>CC(O)=O>[CH2:13]([N:18]([CH2:17][CH3:20])[C:2]1[CH:3]=[C:4]([CH2:8][C:9]([O:11][CH3:12])=[O:10])[CH:5]=[CH:6][CH:7]=1)[CH3:14].[CH2:13]([NH:1][C:2]1[CH:3]=[C:4]([CH2:8][C:9]([O:11][CH3:12])=[O:10])[CH:5]=[CH:6][CH:7]=1)[CH3:14] |f:2.3|. Reported procedure: To the solution of methyl 2-(3-aminophenyl)acetate (150 mg, 0.83 mmol) and acetaldehyde (80.5 mg, 1.83 mmol) in methanol (6 mL) was added NaBH3CN (130.3 mg, 2.08 mmol) and AcOH (1 drop, cat.). The mixture was stirred at room temperature for 12 h. Then, the reaction was quenched with aqueous ammonium chloride and extracted with DCM. The organic layer was with brine, dried over sodium sulfate and evaporated under reduced pressure. The residue was purified by a standard method to get methyl 2-(3-(d...